This data is from the Open Reaction Database (ORD), a public repository of structured organic reaction records. The task is: describe an organic reaction: reactants, conditions, products, and yield The reactants are CSc1cc(O)ccc1C(=O)c1ccc(Br)cc1, BrCCCCCCBr, CC(C)=O, [K+], [K+], O=C([O-])[O-]. The product is CSc1cc(OCCCCCCBr)ccc1C(=O)c1ccc(Br)cc1. As a reaction SMILES: [Br:1][c:2]1[cH:3][cH:4][c:5]([C:8](=[O:9])[c:10]2[c:11]([S:17][CH3:18])[cH:12][c:13]([OH:16])[cH:14][cH:15]2)[cH:6][cH:7]1.[Br:25][CH2:26][CH2:27][CH2:28][CH2:29][CH2:30][CH2:31][Br:32].[CH3:33][C:34](=[O:35])[CH3:36].[K+:19].[K+:20].[O-:21][C:22]([O-:23])=[O:24]>>[Br:1][c:2]1[cH:3][cH:4][c:5]([C:8](=[O:9])[c:10]2[c:11]([S:17][CH3:18])[cH:12][c:13]([O:16][CH2:31][CH2:30][CH2:29][CH2:28][CH2:27][CH2:26][Br:25])[cH:14][cH:15]2)[cH:6][cH:7]1. Reactants: CO, CNC(=O)C(NC(C)c1ccccc1)C(C)(C)C. Product: CNC(=O)C(N)C(C)(C)C. Reaction SMILES: [CH3:19][OH:20].[CH3:1][C:2]([CH:3]([C:4](=[O:5])[NH:6][CH3:7])[NH:8][CH:9]([c:10]1[cH:11][cH:12][cH:13][cH:14][cH:15]1)[CH3:16])([CH3:17])[CH3:18]>>[CH3:1][C:2]([CH:3]([C:4](=[O:5])[NH:6][CH3:7])[NH2:8])([CH3:17])[CH3:18]. Starting materials: S1C(=NC2=C1CCOC2)N (6,7-dihydro-4H-pyrano[3,4-d]thiazol-2-amine), BrCCCC (1-bromobutane). The solvent is CN(C)C=O (DMF). Yields the product C(CCC)N1C(SC2=C1COCC2)=N (3-butyl-3,4,6,7-tetrahydro-2H-pyrano[3,4-d]thiazol-2-imine). Yield: 101.3%. RXN SMILES: [S:1]1[C:5]2[CH2:6][CH2:7][O:8][CH2:9][C:4]=2[N:3]=[C:2]1[NH2:10].Br[CH2:12][CH2:13][CH2:14][CH3:15]>CN(C=O)C>[CH2:12]([N:3]1[C:4]2[CH2:9][O:8][CH2:7][CH2:6][C:5]=2[S:1][C:2]1=[NH:10])[CH2:13][CH2:14][CH3:15]. Procedure details: A mixture of Example 96A (290 mg, 1.86 mmol) and 1-bromobutane (220 μL, 2.0 mmol) in DMF (400 μL) was heated at 95° C. for 16 hr, cooled to room temperature and quenched with 5 mL of aqueous 1M NaHCO3 solution. The aqueous layer was extracted with dichloromethane (3×5 mL). The combined organic extracts were dried (Na2SO4), filtered and concentrated to afford 0.4 g of the crude product of the title compound. LC/MS (ESI+) m/z 213 (M+H)+. The product is COC=C(C(=O)OC)C=1C=C(C=CC1)C(F)(F)F (methyl 3-methoxy-2-(α,α,α-trifluoro-m-tolyl)-acrylate). As a reaction SMILES: [OH:1][CH:2]=[C:3]([C:8]1[CH:9]=[C:10]([C:14]([F:17])([F:16])[F:15])[CH:11]=[CH:12][CH:13]=1)[C:4]([O:6][CH3:7])=[O:5].S(OC)(O[CH3:22])(=O)=O>[OH-].[Na+].O>[CH3:22][O:1][CH:2]=[C:3]([C:8]1[CH:9]=[C:10]([C:14]([F:15])([F:16])[F:17])[CH:11]=[CH:12][CH:13]=1)[C:4]([O:6][CH3:7])=[O:5] |f:2.3|. Reported procedure: (ba) 26 g of methyl 3-hydroxy-2-(α,α,α-trifluoro-m-tolyl)acrylate were dissolved in 1N sodium hydroxide solution while cooling in an ice-bath and treated with 10.6 ml of dimethyl sulfate. The mixture was stirred at about 0° for about 40 hours and an additional 40 ml of 1N sodium hydroxide solution and 3.8 ml of dimethyl sulfate were added. After the reaction was completed, the mixture was diluted with water and extracted with methylene chloride. After drying with sodium sulfate, the extract was ... Conditions: time 40 hour. The solvent is O (water), [OH-].[Na+] (sodium hydroxide), [OH-].[Na+] (sodium hydroxide). The reactants are S(=O)(=O)(OC)OC (dimethyl sulfate), OC=C(C(=O)OC)C=1C=C(C=CC1)C(F)(F)F (methyl 3-hydroxy-2-(α,α,α-trifluoro-m-tolyl)acrylate), S(=O)(=O)(OC)OC (dimethyl sulfate).